This data is from the Open Reaction Database (ORD), a public repository of structured organic reaction records. The task is: describe an organic reaction: reactants, conditions, products, and yield The reactants are ClC1=CC2=C([C@H]3CCC(N[C@@H]3CC2)=O)C=C1 ((4aR)-(10bR)-8-chloro-1,2,3,4,4a,5,6,10b-octahydrobenzo [f]quinolin-3-one), [OH-].[Na+] (sodium hydroxide), C(C)I (ethyl iodide). The solvent is C1CCOC1 (THF). Yields the product ClC1=CC2=C([C@H]3CCC(N([C@@H]3CC2)CC)=O)C=C1 ((4aR) -(10bR)-8-chloro-4-ethyl-1,2,3,4,4a,5,6,10b-octahydrobenzo[f]quinolin-3-one). Reaction SMILES: [Cl:1][C:2]1[CH:16]=[CH:15][C:5]2[C@@H:6]3[C@@H:11]([CH2:12][CH2:13][C:4]=2[CH:3]=1)[NH:10][C:9](=[O:14])[CH2:8][CH2:7]3.[OH-].[Na+].[CH2:19](I)[CH3:20]>C1COCC1>[Cl:1][C:2]1[CH:16]=[CH:15][C:5]2[C@@H:6]3[C@@H:11]([CH2:12][CH2:13][C:4]=2[CH:3]=1)[N:10]([CH2:19][CH3:20])[C:9](=[O:14])[CH2:8][CH2:7]3 |f:1.2|. Reported procedure: A 9.4 g portion of (4aR)-(10bR)-8-chloro-1,2,3,4,4a,5,6,10b-octahydrobenzo [f]quinolin-3-one was combined in a flask with 94 ml of THF, 20 mL of 50% aqueous sodium hydroxide and 9.36 g of ethyl iodide, and was stirred at reflux, about 66°, for about 16 hours. The mixture was cooled to ambient temperature, and the layers were separated. The organic layer was evaporated to an oil, which was dissolved in ethyl acetate and extracted three times with 100 mL portions of water. It was then dried and ev... Reactants: O=N[O-], NC(Cc1ccccc1)C(=O)O, [Na+], O=S(=O)(O)O. Product: NC(Cc1ccccc1)C(=O)O. RXN SMILES: [N:13]([O-:14])=[O:15].[NH2:1][CH:2]([CH2:3][c:4]1[cH:5][cH:6][cH:7][cH:8][cH:9]1)[C:10]([OH:11])=[O:12].[Na+:16].[S:17](=[O:18])(=[O:19])([OH:20])[OH:21]>>[NH2:1][CH:2]([CH2:3][c:4]1[cH:5][cH:6][cH:7][cH:8][cH:9]1)[C:10](=[O:11])[OH:12]. The reactants are ClC=1C=CC(=C(C1)C1=CC(N(C=C1)C(C(=O)O)C)=O)C#N (2-[4-(5-Chloro-2-cyanophenyl)-2-oxopyridin-1(2H)-yl]propanoic acid), N1C=NC(=C1)C1=CC=C(N)C=C1 (4-(1H-imidazol-4-yl)aniline). Product: ClC=1C=CC(=C(C1)C1=CC(N(C=C1)C(C(=O)NC1=CC=C(C=C1)C=1N=CNC1)C)=O)C#N (2-[4-(5-Chloro-2-cyanophenyl)-2-oxopyridin-1(2H)-yl]-N-[4-(1H-imidazol-4-yl)phenyl]propanamide). Reaction SMILES: [Cl:1][C:2]1[CH:3]=[CH:4][C:5]([C:20]#[N:21])=[C:6]([C:8]2[CH:13]=[CH:12][N:11]([CH:14]([CH3:18])[C:15]([OH:17])=O)[C:10](=[O:19])[CH:9]=2)[CH:7]=1.[NH:22]1[CH:26]=[C:25]([C:27]2[CH:33]=[CH:32][C:30]([NH2:31])=[CH:29][CH:28]=2)[N:24]=[CH:23]1>>[Cl:1][C:2]1[CH:3]=[CH:4][C:5]([C:20]#[N:21])=[C:6]([C:8]2[CH:13]=[CH:12][N:11]([CH:14]([CH3:18])[C:15]([NH:31][C:30]3[CH:29]=[CH:28][C:27]([C:25]4[N:24]=[CH:23][NH:22][CH:26]=4)=[CH:33][CH:32]=3)=[O:17])[C:10](=[O:19])[CH:9]=2)[CH:7]=1. Procedure details: 78 mg (0.25 mmol) of 2-[4-(5-chloro-2-cyanophenyl)-2-oxopyridin-1(2H)-yl]propanoic acid (racemate) (Example 2.2B) and 44 mg (0.28 mmol) of 4-(1H-imidazol-4-yl)aniline were reacted according to General Method 1. Yield: 40 mg (36% of theory)